This data is from the Open Reaction Database (ORD), a public repository of structured organic reaction records. The task is: describe an organic reaction: reactants, conditions, products, and yield Starting materials: C(C)(=O)N1CCC2=CC=C(C=C12)OC (1-acetyl-6-(methyloxy)-2,3-dihydro-1H-indole), [N+](=O)(O)[O-] (nitric acid), Cl (HCl). The solvent is C(C)(=O)OC(C)=O (acetic anhydride). Yields the product COC1=C(C=C2CCNC2=C1)[N+](=O)[O-] (6-(methyloxy)-5-nitro-2,3-dihydro-1H-indole). Yield: 53.9%. RXN SMILES: C([N:4]1[C:12]2[C:7](=[CH:8][CH:9]=[C:10]([O:13][CH3:14])[CH:11]=2)[CH2:6][CH2:5]1)(=O)C.[N+:15]([O-])([OH:17])=[O:16].Cl>C(OC(=O)C)(=O)C>[CH3:14][O:13][C:10]1[CH:11]=[C:12]2[C:7]([CH2:6][CH2:5][NH:4]2)=[CH:8][C:9]=1[N+:15]([O-:17])=[O:16]. Procedure: To a solution of 1-acetyl-6-(methyloxy)-2,3-dihydro-1H-indole (2.0 g, 10.5 mmol) in acetic anhydride (150 mL) at 0° C. was added 70% nitric acid (1.03 g, 11.5 mmol) via a dropwise addition. After stirring the reaction at 0° C. for 2 hrs, the contents were allowed to warm to rt, the precipitate was filtered and washed with water. The filtrate was neutralized with 5.0 M NaOH, extracted with ethyl acetate (2×200 mL). The organic layers were combined, adsorbeded onto silica gel and purified by colum... The reactants are FC1=CC=2C(=NC=3N(C=C(C(C3C2)=O)C(=O)O)C)C=C1F (7,8-difluoro-1-methyl-4-oxo-1,4-dihydrobenzo[b][1,8]naphthyridine-3-carboxylic acid), CS(=O)(=O)O.CS(=O)(=O)O.NC1(CNC1)CC (3-amino-3-ethylazetidine dimethane-sulphonate). Yields the product NC1(CN(C1)C=1C(=CC=2C(=NC=3N(C=C(C(C3C2)=O)C(=O)O)C)C1)F)CC (8-(3-amino-3-ethyl-1-azetidinyl)-7-fluoro-1-methyl-4-oxo-1,4-dihydrobenzo[b][1,8]naphthyridine-3-carboxylic acid). Yield: 68.9%. As a reaction SMILES: [F:1][C:2]1[C:20](F)=[CH:19][C:5]2=[N:6][C:7]3[N:8]([CH3:18])[CH:9]=[C:10]([C:15]([OH:17])=[O:16])[C:11](=[O:14])[C:12]=3[CH:13]=[C:4]2[CH:3]=1.CS(O)(=O)=O.CS(O)(=O)=O.[NH2:32][C:33]1([CH2:37][CH3:38])[CH2:36][NH:35][CH2:34]1>>[NH2:32][C:33]1([CH2:37][CH3:38])[CH2:36][N:35]([C:20]2[C:2]([F:1])=[CH:3][C:4]3[C:5]([CH:19]=2)=[N:6][C:7]2[N:8]([CH3:18])[CH:9]=[C:10]([C:15]([OH:17])=[O:16])[C:11](=[O:14])[C:12]=2[CH:13]=3)[CH2:34]1 |f:1.2.3|. Reported procedure: 8-(3-Amino-3-ethyl-1-azetidinyl)-7-fluoro-1-methyl-4-oxo-1,4-dihydrobenzo[b][1,8]naphthyridine-3carboxylic acid was prepared under the conditions of Example 15, but starting with 1.66 g of 7,8-difluoro-1-methyl-4-oxo-1,4-dihydrobenzo[b][1,8]naphthyridine-3-carboxylic acid and 3.1 g of 3-amino-3-ethylazetidine dimethane-sulphonate. 1.46 g of 8-(3-amino-3-ethyl-1-azetidinyl)-7-fluoro-1-methyl-4-oxo-1,4-dihydrobenzo[b][1,8]naphthyridine-3-carboxylic acid are obtained in the form of a yellow solid, ... The reactants are FC[C@H]1N(C(O[C@@H]1C1=CC=C(C=C1)I)(C)C)C(=O)OC(C)(C)C ((4S,5R)-tert-butyl 4-(fluoromethyl) -5-(4-iodophenyl)-2,2-dimethyloxazolidine-3-carboxylate), C(#C)[Si](C)(C)C (ethynyltrimethylsilane), N1CCCCC1 (piperidine). Reagents/catalysts: [Cu]I (copper (I)iodide), Cl[Pd]([P](C1=CC=CC=C1)(C2=CC=CC=C2)C3=CC=CC=C3)([P](C4=CC=CC=C4)(C5=CC=CC=C5)C6=CC=CC=C6)Cl (Bis(triphenylphosphine)palladium(II) dichloride). Run in C1(=CC=CC=C1)C (toluene). Conditions: temperature 35 celsius. Product: FC[C@H]1N(C(O[C@@H]1C1=CC=C(C=C1)C#C[Si](C)(C)C)(C)C)C(=O)OC(C)(C)C ((4S,5R)-tert-butyl 4-(fluoromethyl)-2,2-dimethyl-5-(4-((trimethylsilyl)ethynyl)phenyl)oxazolidine-3-carboxylate). The yield is 88.4%. As a reaction SMILES: [F:1][CH2:2][C@@H:3]1[C@@H:7]([C:8]2[CH:13]=[CH:12][C:11](I)=[CH:10][CH:9]=2)[O:6][C:5]([CH3:16])([CH3:15])[N:4]1[C:17]([O:19][C:20]([CH3:23])([CH3:22])[CH3:21])=[O:18].[C:24]([Si:26]([CH3:29])([CH3:28])[CH3:27])#[CH:25].N1CCCCC1>[Cu]I.Cl[Pd](Cl)([P](C1C=CC=CC=1)(C1C=CC=CC=1)C1C=CC=CC=1)[P](C1C=CC=CC=1)(C1C=CC=CC=1)C1C=CC=CC=1.C1(C)C=CC=CC=1>[F:1][CH2:2][C@@H:3]1[C@@H:7]([C:8]2[CH:13]=[CH:12][C:11]([C:25]#[C:24][Si:26]([CH3:29])([CH3:28])[CH3:27])=[CH:10][CH:9]=2)[O:6][C:5]([CH3:16])([CH3:15])[N:4]1[C:17]([O:19][C:20]([CH3:23])([CH3:22])[CH3:21])=[O:18] |^1:40,59|. Reported procedure: To a toluene (40 ml) solution of (4S,5R)-tert-butyl 4-(fluoromethyl) -5-(4-iodophenyl)-2,2-dimethyloxazolidine-3-carboxylate (2.0 g, 4.6 mmols) is added ethynyltrimethylsilane (451 mg, 4.6 mmols), copper (I)iodide (88 mg, 0.46 mmols, 0.1 equivs), Bis(triphenylphosphine)palladium(II) dichloride (165 mg, 0.23 mmols, 0.05 equivs) and piperidine (782 mg, 9.2 mmols, 2 equivs). The mixture is heated in an atmosphere of nitrogen at 35° C. for six hours. The mixture is filtered through a pad of Celite. ... The reactants are C(CCC)[Li] (n-butyllithium), CCCCCC (hexane), COC1C(CCCC1)=O ((±)-2-methoxycyclohexanone), BrC=1C=NC=CC1 (3-bromopyridine). Run in C(C)OCC (diethyl ether), CCOCC (ether), CCOCC (ether). Reaction conditions: temperature 20 celsius, time 2 hour. Yields the product COC1C(CCCC1)(O)C=1C=NC=CC1 ((±)-2-methoxy-1-(pyrid-3-yl)cyclohexanol). The yield is 80.0%. As a reaction SMILES: C([Li])CCC.CCCCCC.Br[C:13]1[CH:14]=[N:15][CH:16]=[CH:17][CH:18]=1.[CH3:19][O:20][CH:21]1[CH2:26][CH2:25][CH2:24][CH2:23][C:22]1=[O:27]>CCOCC>[CH3:19][O:20][CH:21]1[CH2:26][CH2:25][CH2:24][CH2:23][C:22]1([C:13]1[CH:14]=[N:15][CH:16]=[CH:17][CH:18]=1)[OH:27]. Procedure: To a solution of 2.5M n-butyllithium in hexane (13.2 ml, 33 mmol) at -78° C. was added diethyl ether (15 ml) followed by a solution of 3-bromopyridine (4.7 g, 30 mmol) in ether (90 ml) over a period of 10 minutes. After 1 hour at -78° C. a solution of (±)-2-methoxycyclohexanone (3.84 g, 30 mmol) in ether (20 ml) was added dropwise during 10 minutes. After 2 hours at -78° C. and 30 minutes at 0° C. the reaction mixture was warmed to 20° C. and then poured onto ice (150 g). The mixture was extract... The reactants are C1=CC=CC=2C3C4=CC=CC=C4C(C12)(C3)CCC(=O)O (β-(9,10-dihydro-9,10-methano-9-anthryl)propionic acid), S(=O)(Cl)Cl (thionyl chloride). Run in C1=CC=CC=C1 (benzene). Product: C1=CC=CC=2C3C4=CC=CC=C4C(C12)(C3)CCC(=O)Cl (β-(9,10-dihydro-9,10-methano-9-anthryl)-propionic acid chloride). As a reaction SMILES: [CH:1]1[C:14]2[C:13]3([CH2:16][CH2:17][C:18]([OH:20])=O)[CH2:15][CH:6]([C:7]4[C:12]3=[CH:11][CH:10]=[CH:9][CH:8]=4)[C:5]=2[CH:4]=[CH:3][CH:2]=1.S(Cl)([Cl:23])=O>C1C=CC=CC=1>[CH:1]1[C:14]2[C:13]3([CH2:16][CH2:17][C:18]([Cl:23])=[O:20])[CH2:15][CH:6]([C:7]4[C:12]3=[CH:11][CH:10]=[CH:9][CH:8]=4)[C:5]=2[CH:4]=[CH:3][CH:2]=1. Procedure: A solution of β-(9,10-dihydro-9,10-methano-9-anthryl)propionic acid and thionyl chloride in benzene was refluxed for 4 hours. Evaporation of excess thionyl chloride and benzene gave β-(9,10-dihydro-9,10-methano-9-anthryl)-propionic acid chloride, which was dissolved in dry tetrahydrofuran. The solution was added to a 30% aqueous monomethylamine solution at 0°-5° C. The reaction mixture was stirred at 0°-15° C., diluted with water and extracted with ethyl acetate. The ethyl acetate layer was wash...